Dataset: the Open Reaction Database (ORD), a public repository of structured organic reaction records. Task: describe an organic reaction: reactants, conditions, products, and yield The reactants are ClC(=O)OCC(Cl)(Cl)Cl (ClCO2CH2CCl3), CCOC(=O)C (AcOEt), FCC1(CC1)C=1C=C(N(N1)C1=CC=C(C=C1)C)N (5-(1-fluoromethyl-cyclopropyl)-2-p-tolyl-2H-pyrazol-3-ylamine), N1=CC=CC=C1 (pyridine). The solvent is C1CCOC1 (THF). Run at time 5 hour. Yields the product ClC(COC(NC=1N(N=C(C1)C1(CC1)CF)C1=CC=C(C=C1)C)=O)(Cl)Cl ([5-(1-Fluoromethyl-cyclopropyl)-2-p-tolyl-2H-pyrazol-3-yl]-carbamic acid 2,2,2-trichloro-ethyl ester). Isolated yield 36.8%. RXN SMILES: Cl[C:2]([O:4][CH2:5][C:6]([Cl:9])([Cl:8])[Cl:7])=[O:3].[F:10][CH2:11][C:12]1([C:15]2[CH:16]=[C:17]([NH2:27])[N:18]([C:20]3[CH:25]=[CH:24][C:23]([CH3:26])=[CH:22][CH:21]=3)[N:19]=2)[CH2:14][CH2:13]1.N1C=CC=CC=1.CCOC(C)=O>C1COCC1>[Cl:7][C:6]([Cl:9])([Cl:8])[CH2:5][O:4][C:2](=[O:3])[NH:27][C:17]1[N:18]([C:20]2[CH:21]=[CH:22][C:23]([CH3:26])=[CH:24][CH:25]=2)[N:19]=[C:15]([C:12]2([CH2:11][F:10])[CH2:13][CH2:14]2)[CH:16]=1. Procedure: Slowly add ClCO2CH2CCl3 (1.00 equiv; 717.49 μmoles; 152.01 mg) to a solution of 5-(1-fluoromethyl-cyclopropyl)-2-p-tolyl-2H-pyrazol-3-ylamine (176 mg, 0.71 mmoles) and pyridine in 4 mL of THF under nitrogen at 0° C. Stir the mixture from 0° C. to room temperature for 5 hours. Filter the insoluble and remove solvent from filtrate under reduced pressure give an oil. Subject oil to chromatorgraphy (hex/AcOEt 20-80%) to give 110 mg of title compound as a yellow oil. MS (ES+): m/z=420.0 [M+H]. The reactants are C(#N)N=C(NCCSCC1=NSC(=N1)NC(=N)N)SC (3-[2-(3-cyano-2-methylisothioureido)-ethylthiomethyl]-5-guanidino-1,2,4-thiadiazole), CN (Methylamine). Run in C(C)O (ethanol). The product is C(#N)N=C(NCCSCC1=NSC(=N1)NC(=N)N)NC (3-[2-(2-cyano-3-methylguanidino)-ethylthiomethyl]-5-guanidino-1,2,4-thiadiazole). As a reaction SMILES: [C:1]([N:3]=[C:4](SC)[NH:5][CH2:6][CH2:7][S:8][CH2:9][C:10]1[N:14]=[C:13]([NH:15][C:16]([NH2:18])=[NH:17])[S:12][N:11]=1)#[N:2].[CH3:21][NH2:22]>C(O)C>[C:1]([N:3]=[C:4]([NH:22][CH3:21])[NH:5][CH2:6][CH2:7][S:8][CH2:9][C:10]1[N:14]=[C:13]([NH:15][C:16]([NH2:18])=[NH:17])[S:12][N:11]=1)#[N:2]. Reported procedure: A suspension of 3-[2-(3-cyano-2-methylisothioureido)-ethylthiomethyl]-5-guanidino-1,2,4-thiadiazole (10 g.) in ethanol (200 ml.) was stirred and cooled to 10° with external ice cooling. Methylamine (166 g.) was passed into the suspension over 2 hours at such a rate that the temperature did not rise above 17° with external ice cooling. After 80 g. had been added, all was in solution. After 4 hours the ice bath was removed and excess methylamine was allowed to evaporate overnight. The final volume... The reactants are CC(=O)c1ccc(Nc2sc(-c3c(F)cc(C(C)(C)O)cc3F)cc2C(N)=O)cc1, C1CCOC1, C[Mg]Cl, [Cl-], [NH4+]. The product is CC(C)(O)c1ccc(Nc2sc(-c3c(F)cc(C(C)(C)O)cc3F)cc2C(N)=O)cc1. RXN SMILES: [C:1]([CH3:2])(=[O:3])[c:4]1[cH:5][cH:6][c:7]([NH:10][c:11]2[s:12][c:13](-[c:19]3[c:20]([F:30])[cH:21][c:22]([C:26]([CH3:27])([CH3:28])[OH:29])[cH:23][c:24]3[F:25])[cH:14][c:15]2[C:16](=[O:17])[NH2:18])[cH:8][cH:9]1.[CH2:36]1[O:37][CH2:38][CH2:39][CH2:40]1.[CH3:31][Mg:32][Cl:33].[Cl-:34].[NH4+:35]>>[C:1]([CH3:2])([OH:3])([c:4]1[cH:5][cH:6][c:7]([NH:10][c:11]2[s:12][c:13](-[c:19]3[c:20]([F:30])[cH:21][c:22]([C:26]([CH3:27])([CH3:28])[OH:29])[cH:23][c:24]3[F:25])[cH:14][c:15]2[C:16](=[O:17])[NH2:18])[cH:8][cH:9]1)[CH3:31].